Dataset: the Open Reaction Database (ORD), a public repository of structured organic reaction records. Task: describe an organic reaction: reactants, conditions, products, and yield Starting materials: OC1=C(C=C(C=O)C=C1)[N+](=O)[O-] (4-hydroxy-3-nitrobenzaldehyde), C(CO)O (ethylene glycol), O.C1(=CC=C(C=C1)S(=O)(=O)O)C (p-toluenesulfonic acid hydrate). The solvent is C1=CC=CC=C1 (benzene). Yields the product C1COC(C2=CC(=C(C=C2)O)[N+](=O)[O-])O1 (4-hydroxy-3-nitrobenzaldehyde ethylene acetal). RXN SMILES: [OH:1][C:2]1[CH:9]=[CH:8][C:5]([CH:6]=[O:7])=[CH:4][C:3]=1[N+:10]([O-:12])=[O:11].[CH2:13](O)[CH2:14][OH:15].O.C1(C)C=CC(S(O)(=O)=O)=CC=1>C1C=CC=CC=1>[CH2:14]1[O:15][CH:6]([C:5]2[CH:8]=[CH:9][C:2]([OH:1])=[C:3]([N+:10]([O-:12])=[O:11])[CH:4]=2)[O:7][CH2:13]1 |f:2.3|. Reported procedure: A solution of 4-hydroxy-3-nitrobenzaldehyde (known compound, 20.6 g, 124 mmol), benzene (150 ml), ethylene glycol (10.3 ml, 185 mmol) and p-toluenesulfonic acid hydrate (catalytic amount) was refluxed overnight removing the resulting water by azeotropic distillation with benzene. Reactants: O=C(CBr)c1cccc(C(F)(F)F)c1, O=C([O-])[O-], CCOC(C)=O, ClC(Cl)Cl, [K+], [K+], O=C1CC(=O)CC(c2ccccc2)C1. The product is O=C1CC(c2ccccc2)CC(O)=C1CC(=O)c1cccc(C(F)(F)F)c1. Reaction SMILES: [Br:5][CH2:6][C:7](=[O:8])[c:9]1[cH:10][c:11]([C:15]([F:16])([F:17])[F:18])[cH:12][cH:13][cH:14]1.[C:33](=[O:34])([O-:35])[O-:36].[CH3:39][CH2:40][O:41][C:42](=[O:43])[CH3:44].[CH:1]([Cl:2])([Cl:3])[Cl:4].[K+:37].[K+:38].[c:19]1([CH:25]2[CH2:26][C:27](=[O:32])[CH2:28][C:29](=[O:31])[CH2:30]2)[cH:20][cH:21][cH:22][cH:23][cH:24]1>>[CH2:6]([C:7](=[O:8])[c:9]1[cH:10][c:11]([C:15]([F:16])([F:17])[F:18])[cH:12][cH:13][cH:14]1)[C:28]1=[C:27]([OH:32])[CH2:26][CH:25]([c:19]2[cH:20][cH:21][cH:22][cH:23][cH:24]2)[CH2:30][C:29]1=[O:31]. Reactants: [Si](C)(C)(C(C)(C)C)OC(CCCCCCC1=CC=CC=C1)C=1OC(=CN1)C1=NC(=NC(=C1)OC)OC (2-(1-(tert-Butyldimethylsilyloxy)-7-phenylheptyl)-5-(2,6-dimethoxypyrimidin-4-yl)oxazole), [Si](C)(C)(C(C)(C)C)OC(CCCCCCC1=CC=CC=C1)C=1OC(=CN1)[Sn](CCCC)(CCCC)CCCC (2-(1-(tert-butyldimethylsilyloxy)-7-phenylheptyl)-5-(tributylstannyl)oxazole), ClC1=CC(=NC(=N1)OC)OC (6-chloro-2,4-dimethoxypyrimidine). Product: EtOAc hexanes, COC1=NC(=CC(=N1)C1=CN=C(O1)C(CCCCCCC1=CC=CC=C1)=O)OC (1-(5-(2,6-Dimethoxypyrimidin-4-yl)oxazol-2-yl)-7-phenylheptan-1-one). Yield: 90.0%. RXN SMILES: [Si]([O:8][CH:9]([C:22]1[O:23][C:24]([C:27]2[CH:32]=[C:31]([O:33][CH3:34])[N:30]=[C:29]([O:35][CH3:36])[N:28]=2)=[CH:25][N:26]=1)[CH2:10][CH2:11][CH2:12][CH2:13][CH2:14][CH2:15][C:16]1[CH:21]=[CH:20][CH:19]=[CH:18][CH:17]=1)(C(C)(C)C)(C)C.[Si](OC(C1OC([Sn](CCCC)(CCCC)CCCC)=CN=1)CCCCCCC1C=CC=CC=1)(C(C)(C)C)(C)C.ClC1N=C(OC)N=C(OC)C=1>>[CH3:36][O:35][C:29]1[N:28]=[C:27]([C:24]2[O:23][C:22]([C:9](=[O:8])[CH2:10][CH2:11][CH2:12][CH2:13][CH2:14][CH2:15][C:16]3[CH:17]=[CH:18][CH:19]=[CH:20][CH:21]=3)=[N:26][CH:25]=2)[CH:32]=[C:31]([O:33][CH3:34])[N:30]=1. Procedure: 2-(1-(tert-Butyldimethylsilyloxy)-7-phenylheptyl)-5-(2,6-dimethoxypyrimidin-4-yl)oxazole. The title compound was prepared from 2-(1-(tert-butyldimethylsilyloxy)-7-phenylheptyl)-5-(tributylstannyl)oxazole (200 mg, 0.302 mmol) and 6-chloro-2,4-dimethoxypyrimidine following General Procedure A. Flash chromatography (10% EtOAc/hexanes) yielded the title compound as a thick oil (138 mg, 90%): 1H NMR (CDCl3, 400 MHz) 6 7.73 (s, 1H), 7.28-7.24 (m, 2H), 7.18-7.15 (m, 3H), 6.67 (s, 1H), 4.85 (dd, 1H, J=7... Reactants: OC1=CC=C(C=O)C=C1 (4-hydroxybenzaldehyde), C(C)ON (O-ethylhydroxylamine), ClCCl (dichloromethane). Solvent: O1CCOCC1 (dioxane). Product: C(C)ON=CC1=CC=C(C=C1)O (4-hydroxybenzaldehyde O-ethyloxime). Isolated yield 86.0%. As a reaction SMILES: [OH:1][C:2]1[CH:9]=[CH:8][C:5]([CH:6]=O)=[CH:4][CH:3]=1.[CH2:10]([O:12][NH2:13])[CH3:11].ClCCl>O1CCOCC1>[CH2:10]([O:12][N:13]=[CH:6][C:5]1[CH:8]=[CH:9][C:2]([OH:1])=[CH:3][CH:4]=1)[CH3:11]. Procedure details: A solution of 4-hydroxybenzaldehyde (100 mg, 0.88 mmol) and 50% O-ethylhydroxylamine aqueous solution (0.6 ml, 4.9 mmol) in dioxane (2 ml) was stirred under an atmosphere of argon at room temperature for 16 hours and then heated at 90-100° for 3 hours when thin layer chromatography (silica, dichloromethane) indicated the reaction was complete. The solution was evaporated to dryness and the residue partitioned between ethyl acetate (20 ml) and water (5 ml). The organic layer was washed with water... The reactants are COC(=O)c1sc(-c2cccc(NC3CCOCC3)c2)c(Cl)c1OCC(=O)OC(C)(C)C, O=C([O-])O, CC(Cl)Cl, O=C(Cl)c1ccc(F)c(F)c1, [Na+]. The product is COC(=O)c1sc(-c2cccc(N(C(=O)c3ccc(F)c(F)c3)C3CCOCC3)c2)c(Cl)c1OCC(=O)OC(C)(C)C. As a reaction SMILES: [C:1]([CH3:2])([CH3:3])([CH3:4])[O:5][C:6]([CH2:7][O:8][c:9]1[c:10]([C:28](=[O:29])[O:30][CH3:31])[s:11][c:12](-[c:15]2[cH:16][c:17]([NH:21][CH:22]3[CH2:23][CH2:24][O:25][CH2:26][CH2:27]3)[cH:18][cH:19][cH:20]2)[c:13]1[Cl:14])=[O:32].[C:48](=[O:49])([OH:50])[O-:51].[Cl:44][CH:45]([Cl:46])[CH3:47].[F:33][c:34]1[cH:35][c:36]([C:37](=[O:38])[Cl:39])[cH:40][cH:41][c:42]1[F:43].[Na+:52]>>[C:1]([CH3:2])([CH3:3])([CH3:4])[O:5][C:6]([CH2:7][O:8][c:9]1[c:10]([C:28](=[O:29])[O:30][CH3:31])[s:11][c:12](-[c:15]2[cH:16][c:17]([N:21]([CH:22]3[CH2:23][CH2:24][O:25][CH2:26][CH2:27]3)[C:37]([c:36]3[cH:35][c:34]([F:33])[c:42]([F:43])[cH:41][cH:40]3)=[O:38])[cH:18][cH:19][cH:20]2)[c:13]1[Cl:14])=[O:32].